From a dataset of the Open Reaction Database (ORD), a public repository of structured organic reaction records. describe an organic reaction: reactants, conditions, products, and yield Reactants: C(C)OC(C1=CN=CC(=C1N)[N+](=O)[O-])=O (4-amino-5-nitro-nicotinic acid ethyl ester), [H][H] (hydrogen). The reagents and catalysts are [Pd] (Pd/C). Run in CO (MeOH). Product: C(C)OC(C1=CN=CC(=C1N)N)=O (4,5-diamino-nicotinic acid ethyl ester). The yield is 77.7%. As a reaction SMILES: [CH2:1]([O:3][C:4](=[O:15])[C:5]1[C:10]([NH2:11])=[C:9]([N+:12]([O-])=O)[CH:8]=[N:7][CH:6]=1)[CH3:2].[H][H]>CO.[Pd]>[CH2:1]([O:3][C:4](=[O:15])[C:5]1[C:10]([NH2:11])=[C:9]([NH2:12])[CH:8]=[N:7][CH:6]=1)[CH3:2]. Procedure: A mixture containing 4-amino-5-nitro-nicotinic acid ethyl ester (78; 15 g, 0.071 mol) and 10% Pd/C (500 mg) in MeOH (500 mL) was stirred under 1 atm of hydrogen at room temperature for 18 h. The reaction mixture filtered through a pad of Celite and the filtrate was concentrated under reduced pressure to afford 4,5-diamino-nicotinic acid ethyl ester 79 (10 g, 80%).